This data is from the Open Reaction Database (ORD), a public repository of structured organic reaction records. The task is: describe an organic reaction: reactants, conditions, products, and yield Reactants: COC1=C(C=O)C=CC(=C1)OC (2,4-dimethoxybenzaldehyde), C(CC(=O)O)(=O)O (malonic acid), C(C)(=O)[O-].[NH4+] (ammonium acetate). Run in C(C)O (ethanol). Run at temperature 40 celsius. The product is NC(CC(=O)O)C1=C(C=C(C=C1)OC)OC (3-amino-3-(2,4-dimethoxyphenyl)propanoic acid). Isolated yield 36.3%. As a reaction SMILES: [CH3:1][O:2][C:3]1[CH:10]=[C:9]([O:11][CH3:12])[CH:8]=[CH:7][C:4]=1[CH:5]=O.[C:13]([OH:19])(=[O:18])[CH2:14]C(O)=O.C([O-])(=O)C.[NH4+:24]>C(O)C>[NH2:24][CH:5]([C:4]1[CH:7]=[CH:8][C:9]([O:11][CH3:12])=[CH:10][C:3]=1[O:2][CH3:1])[CH2:14][C:13]([OH:19])=[O:18] |f:2.3|. Procedure details: A mixture of 2,4-dimethoxybenzaldehyde (21 g, 0.126 mol), malonic acid (20 g, 0.192 mol), ammonium acetate (30 g, 0.39 mol) and ethanol (40 ml) was stirred and heated on a water bath. After refluxing for 4 h the mixture was cooled to 40° C. and the precipitated salt was filtered off and washed with cold ethanol (40 ml). By additional cooling on ice a further crystalline material precipitated, which was isolated and washed with cold ethanol (40 ml) and ether (40 ml). Recrystallisation from ethano...